From a dataset of the Open Reaction Database (ORD), a public repository of structured organic reaction records. describe an organic reaction: reactants, conditions, products, and yield Starting materials: ClC1=CC=C(C=C1)C(CC(C)=O)=O (1-(4-chlorophenyl)-1,3-butanedione), C=C1N2CCC(C1=O)CC2 (2-methylene-3-quinuclidinone), Cl (hydrochloric acid). Run in CC(=O)C (acetone). The product is Cl.ClC1=CC=C(C=C1)C(C(C(C)=O)CC1N2CCC(C1=O)CC2)=O (1-(4-Chlorophenyl)-2-[(3-oxo-1-azabicyclo[2.2.2]oct-2-yl)methyl]-1,3-butanedione hydrochloride). RXN SMILES: [Cl:1][C:2]1[CH:7]=[CH:6][C:5]([C:8](=[O:13])[CH2:9][C:10](=[O:12])[CH3:11])=[CH:4][CH:3]=1.[CH2:14]=[C:15]1[C:20](=[O:21])[CH:19]2[CH2:22][CH2:23][N:16]1[CH2:17][CH2:18]2.Cl>CC(C)=O>[ClH:1].[Cl:1][C:2]1[CH:3]=[CH:4][C:5]([C:8](=[O:13])[CH:9]([CH2:14][CH:15]2[C:20](=[O:21])[CH:19]3[CH2:22][CH2:23][N:16]2[CH2:17][CH2:18]3)[C:10](=[O:12])[CH3:11])=[CH:6][CH:7]=1 |f:4.5|. Reported procedure: To a solution of 93.10 g (0.47 mole) 1-(4-chlorophenyl)-1,3-butanedione in 500 ml acetone add 60.0 g (0.39 mole) 2-methylene-3-quinuclidinone. Stir the solution at reflux for about 24 hours. Follow the progress of the reaction by thin-layer chromatography on silica gel (EtOAc:MeOH, 9:1). At the completion of the reaction, chill the solution in an ice/water bath. Acidify dropwise with 35 ml concentrated hydrochloric acid to precipitate the product. Collect the precipitate by filtration to obtain ... Starting materials: ( s ), P(=O)(O)(O)CN(CC(=O)O)CC(=O)O (N-(phosphonomethyl)iminodiacetic acid), P(=O)(O)(O)CN(CC(=O)O)CC(=O)O (N-(phosphonomethyl)iminodiacetic acid), O=O (oxygen). The product is solution 305, P(=O)(O)(O)CNCC(=O)O (N-(phosphonomethyl)glycine), P(=O)(O)(O)CN(CC(=O)O)CC(=O)O (N-(phosphonomethyl)iminodiacetic acid). RXN SMILES: [P:1]([CH2:5][N:6]([CH2:11][C:12]([OH:14])=[O:13])[CH2:7][C:8]([OH:10])=[O:9])([OH:4])([OH:3])=[O:2].O=O>>[P:1]([CH2:5][NH:6][CH2:7][C:8]([OH:10])=[O:9])([OH:4])([OH:3])=[O:2].[P:1]([CH2:5][N:6]([CH2:11][C:12]([OH:14])=[O:13])[CH2:7][C:8]([OH:10])=[O:9])([OH:4])([OH:3])=[O:2]. Procedure: Many of the various streams shown in FIG. 14A are analogous to those described above for the reaction system shown in FIG. 14 in which the adiabatic crystallizer 319 and the heat-driven evaporative crystallizer 343 are operated in a semi-parallel manner. An aqueous feed stream 301 comprising an N-(phosphonomethyl)iminodiacetic acid substrate is introduced along with oxygen into a primary oxidation reactor system 303 comprising one or more oxidation reaction zone(s), wherein the N-(phosphonomethy...